From a dataset of the Open Reaction Database (ORD), a public repository of structured organic reaction records. describe an organic reaction: reactants, conditions, products, and yield Starting materials: O1CCOCC1 (dioxane), [OH-].[Li+] (lithium hydroxide), C1(CCCC1)C(=O)N1CC(CC(C1)C1=CC=C(C=C1)C(C)C)C(=O)OCC (ethyl 1-(cyclopentylcarbonyl)-5-[4-(1-methylethyl)phenyl]piperidine-3-carboxylate). The solvent is O (water). Conditions: time 8 hour. Yields the product C1(CCCC1)C(=O)N1CC(CC(C1)C1=CC=C(C=C1)C(C)C)C(=O)O (1-(Cyclopentylcarbonyl)-5-[4-(1-methylethyl)phenyl]piperidine-3-carboxylic acid). As a reaction SMILES: O1CCOCC1.[OH-].[Li+].[CH:9]1([C:14]([N:16]2[CH2:21][CH:20]([C:22]3[CH:27]=[CH:26][C:25]([CH:28]([CH3:30])[CH3:29])=[CH:24][CH:23]=3)[CH2:19][CH:18]([C:31]([O:33]CC)=[O:32])[CH2:17]2)=[O:15])[CH2:13][CH2:12][CH2:11][CH2:10]1>O>[CH:9]1([C:14]([N:16]2[CH2:21][CH:20]([C:22]3[CH:23]=[CH:24][C:25]([CH:28]([CH3:29])[CH3:30])=[CH:26][CH:27]=3)[CH2:19][CH:18]([C:31]([OH:33])=[O:32])[CH2:17]2)=[O:15])[CH2:10][CH2:11][CH2:12][CH2:13]1 |f:1.2|. Reported procedure: 50 ml of dioxane, 25 ml of water and 0.63 g (25.8 mmol) of lithium hydroxide were added to 2.40 g (6.46 mmol) of ethyl 1-(cyclopentylcarbonyl)-5-[4-(1-methylethyl)phenyl]piperidine-3-carboxylate. The mixture was stirred at RT overnight. For work-up, the dioxane was removed under reduced pressure, water was added to the reaction mixture and the mixture was acidified using aqueous 1 N hydrochloric acid solution. The mixture was extracted with dichloromethane. The organic phase was dried with sodiu... Reactants: [Al+3], BrBr, CCc1ccccc1C=O, [Cl-], [Cl-], [Cl-], ClCCl. Product: CCc1ccc(Br)cc1C=O. As a reaction SMILES: [Al+3:12].[Br:15][Br:16].[CH2:1]([CH3:2])[c:3]1[c:4]([CH:5]=[O:6])[cH:7][cH:8][cH:9][cH:10]1.[Cl-:11].[Cl-:13].[Cl-:14].[Cl:17][CH2:18][Cl:19]>>[CH2:1]([CH3:2])[c:3]1[c:4]([CH:5]=[O:6])[cH:7][c:8]([Br:15])[cH:9][cH:10]1. Starting materials: O=C([O-])[O-], C1CCOC1, CCOC(C)=O, COc1cc2ncnc(Cl)c2cc1OC, [Cs+], [Cs+], Nc1cccc(O)c1. The product is COc1cc2ncnc(Oc3cccc(N)c3)c2cc1OC. As a reaction SMILES: [C:1](=[O:2])([O-:3])[O-:4].[CH2:30]1[O:31][CH2:32][CH2:33][CH2:34]1.[CH3:35][CH2:36][O:37][C:38]([CH3:39])=[O:40].[Cl:15][c:16]1[n:17][cH:18][n:19][c:20]2[cH:21][c:22]([O:28][CH3:29])[c:23]([O:26][CH3:27])[cH:24][c:25]12.[Cs+:5].[Cs+:6].[NH2:7][c:8]1[cH:9][cH:10][cH:11][c:12]([OH:13])[cH:14]1>>[NH2:7][c:8]1[cH:9][cH:10][cH:11][c:12]([O:13][c:16]2[n:17][cH:18][n:19][c:20]3[cH:21][c:22]([O:28][CH3:29])[c:23]([O:26][CH3:27])[cH:24][c:25]23)[cH:14]1. The reactants are BrC1=C(C=CC=C1)CC(=O)OC (methyl (2-bromophenyl)acetate), COC1=CC=C(C=N1)B(O)O (6-methoxypyridin-3-ylboronic acid), [F-].[Cs+] (caesium fluoride), COCCOC (1,2-dimethoxyethane). The reagents and catalysts are C=1C=CC(=CC1)[P](C=2C=CC=CC2)(C=3C=CC=CC3)[Pd]([P](C=4C=CC=CC4)(C=5C=CC=CC5)C=6C=CC=CC6)([P](C=7C=CC=CC7)(C=8C=CC=CC8)C=9C=CC=CC9)[P](C=1C=CC=CC1)(C=1C=CC=CC1)C=1C=CC=CC1 (tetrakis(triphenylphosphine)palladium(0)). Solvent: C(C)(=O)OCC (ethyl acetate), O (water), C(C)(=O)OCC (ethyl acetate). Run at temperature 100 celsius, time 4 hour. Yields the product COC(CC1=C(C=CC=C1)C=1C=NC(=CC1)OC)=O (Methyl[2-(6-methoxypyridin-3-yl)phenyl]acetate). As a reaction SMILES: Br[C:2]1[CH:7]=[CH:6][CH:5]=[CH:4][C:3]=1[CH2:8][C:9]([O:11][CH3:12])=[O:10].[CH3:13][O:14][C:15]1[N:20]=[CH:19][C:18](B(O)O)=[CH:17][CH:16]=1.[F-].[Cs+].COCCOC>C1C=CC([P]([Pd]([P](C2C=CC=CC=2)(C2C=CC=CC=2)C2C=CC=CC=2)([P](C2C=CC=CC=2)(C2C=CC=CC=2)C2C=CC=CC=2)[P](C2C=CC=CC=2)(C2C=CC=CC=2)C2C=CC=CC=2)(C2C=CC=CC=2)C2C=CC=CC=2)=CC=1.C(OCC)(=O)C.O>[CH3:12][O:11][C:9](=[O:10])[CH2:8][C:3]1[CH:4]=[CH:5][CH:6]=[CH:7][C:2]=1[C:18]1[CH:19]=[N:20][C:15]([O:14][CH3:13])=[CH:16][CH:17]=1 |f:2.3,^1:35,37,56,75|. Procedure: 1.35 g (5.89 mmol) of methyl (2-bromophenyl)acetate are introduced together with 1 g (6.55 mmol) of 6-methoxypyridin-3-ylboronic acid and 1.98 g (13.09 mmol) of caesium fluoride into 20 ml of 1,2-dimethoxyethane under argon. After addition of 0.22 g (0.19 mmol) of tetrakis(triphenylphosphine)palladium(0), the reaction mixture is stirred at 100° C. for 4 h. Cooling to room temperature is followed by addition of a mixture of ethyl acetate and water and extraction with ethyl acetate. After the orga... Solvent: CCOCC (Et2O). Yields the product Cl.COC=1C=C(C=C(C1OC)OC)C(CC(CC1=CC=CC=C1)(C1=CC=CC=C1)NC([C@H]1NCCC1)=O)=O (L-Proline, 1-[2-(3,4,5-Trimethoxyphenyl)-2-Oxoethyl] 1,2-Diphenylethylamide Hydrochloride). Procedure details: Following the procedure described in Example 120, the coupling of N-[2-(3,4,5-trimethoxyphenyl)-2-oxoethyl]-L-proline hydrochloride (250 mg, 0.69 mmol) and 1,2-diphenylethylamine (0.40 mL, 2.1 mmol) provided, after treatment with HCl in Et2O, 95 mg of the hydrochloride salt of L-proline, 1-[2-(3,4,5-trimethoxyphenyl)-2-oxoethyl] 1,2-diphenylethylamide as a powder. Reaction SMILES: [ClH:1].[CH3:2][O:3][C:4]1[CH:5]=[C:6]([C:14](=[O:38])[CH2:15][C:16]([NH:30][C:31](=[O:37])[C@@H:32]2[CH2:36][CH2:35][CH2:34][NH:33]2)([C:24]2[CH:29]=[CH:28][CH:27]=[CH:26][CH:25]=2)[CH2:17][C:18]2[CH:23]=[CH:22][CH:21]=[CH:20][CH:19]=2)[CH:7]=[C:8]([O:12][CH3:13])[C:9]=1[O:10][CH3:11]>CCOCC>[ClH:1].[CH3:13][O:12][C:8]1[CH:7]=[C:6]([C:14](=[O:38])[CH2:15][C:16]([NH:30][C:31](=[O:37])[C@@H:32]2[CH2:36][CH2:35][CH2:34][NH:33]2)([C:24]2[CH:29]=[CH:28][CH:27]=[CH:26][CH:25]=2)[CH2:17][C:18]2[CH:23]=[CH:22][CH:21]=[CH:20][CH:19]=2)[CH:5]=[C:4]([O:3][CH3:2])[C:9]=1[O:10][CH3:11] |f:3.4|. Starting materials: Cl (HCl), hydrochloride salt, COC=1C=C(C=C(C1OC)OC)C(CC(CC1=CC=CC=C1)(C1=CC=CC=C1)NC([C@H]1NCCC1)=O)=O (L-proline, 1-[2-(3,4,5-trimethoxyphenyl)-2-oxoethyl] 1,2-diphenylethylamide). The reactants are [H-].[Al+3].[Li+].[H-].[H-].[H-] (lithium aluminum hydride), C1(=CC=CC=C1)S(=O)(=O)C1(CCCC1)C#N (1-benzenesulfonyl-cyclopentanecarbonitrile), O (water), O (water). The solvent is O1CCCC1 (tetrahydrofuran). Conditions: time 20 hour. Product: C1(=CC=CC=C1)S(=O)(=O)C1(CCCC1)CN (C-(1-benzenesulfonyl-cyclopentyl)-methylamine). Isolated yield 41.8%. RXN SMILES: [H-].[Al+3].[Li+].[H-].[H-].[H-].[C:7]1([S:13]([C:16]2([C:21]#[N:22])[CH2:20][CH2:19][CH2:18][CH2:17]2)(=[O:15])=[O:14])[CH:12]=[CH:11][CH:10]=[CH:9][CH:8]=1.O>O1CCCC1>[C:7]1([S:13]([C:16]2([CH2:21][NH2:22])[CH2:20][CH2:19][CH2:18][CH2:17]2)(=[O:14])=[O:15])[CH:8]=[CH:9][CH:10]=[CH:11][CH:12]=1 |f:0.1.2.3.4.5|. Procedure: 194 mg (5.1 mmol) of lithium aluminum hydride is added to a solution of 1 g (4.2 mmol) of 1-benzenesulfonyl-cyclopentanecarbonitrile in 20 ml of tetrahydrofuran. The reaction mixture is stirred at room temperature (RT) for 20 h. It is then hydrolyzed with 194 μl of water, 194 μl of a 15% soda solution and then 582 μl of water, stirred for 5 minutes, then filtered. The filtrate is evaporated and the residue is chromatographed on silica gel (dichloromethane then dichloromethane/methanol, 90/10, v/... The reactants are OC1=CC=C(C=C1)C1=NN=C(S1)C1=CC=C(C(=O)OC)C=C1 (methyl 4-[5-(4-hydroxyphenyl)-1,3,4-thiadiazol-2-yl]benzoate), OC1=CC=C(C=C1)C1=NN=C(S1)C1=CC=C(C(=O)O)C=C1 (4-[5-(4-hydroxyphenyl)-1,3,4-thiadiazol-2-yl]benzoic acid), C([O-])([O-])=O.[K+].[K+] (potassium carbonate), C[O-].[Na+] (sodium methoxide), crude powder, C[O-].[Na+] (sodium methoxide), BrCCCCCBr (1,5-dibromopentane), Cl (hydrochloric acid), Cl (hydrochloric acid). The solvent is CN(C=O)C (N,N-dimethylformamide), CO (methanol), O1CCCC1 (tetrahydrofuran), O (water). Run at temperature 100 celsius, time 5 hour. Product: COCCCCCOC1=CC=C(C=C1)C1=NN=C(S1)C1=CC=C(C(=O)O)C=C1 (4-[5-[4-(5-methoxy-n-pentyloxy) phenyl]-1,3,4-thiadiazol-2-yl]benzoic acid). As a reaction SMILES: OC1C=CC(C2SC([C:13]3C=C[C:16]([C:17]([O:19][CH3:20])=O)=[CH:15][CH:14]=3)=NN=2)=CC=1.[OH:23][C:24]1[CH:29]=[CH:28][C:27]([C:30]2[S:34][C:33]([C:35]3[CH:43]=[CH:42][C:38]([C:39]([OH:41])=[O:40])=[CH:37][CH:36]=3)=[N:32][N:31]=2)=[CH:26][CH:25]=1.C(=O)([O-])[O-].[K+].[K+].BrCCCCCBr.Cl.C[O-].[Na+]>O1CCCC1.O.CO.CN(C)C=O>[CH3:20][O:19][CH2:17][CH2:16][CH2:15][CH2:14][CH2:13][O:23][C:24]1[CH:25]=[CH:26][C:27]([C:30]2[S:34][C:33]([C:35]3[CH:43]=[CH:42][C:38]([C:39]([OH:41])=[O:40])=[CH:37][CH:36]=3)=[N:32][N:31]=2)=[CH:28][CH:29]=1 |f:2.3.4,7.8|. Reported procedure: To a suspension of a mixture of methyl 4-[5-(4-hydroxyphenyl)-1,3,4-thiadiazol-2-yl]benzoate and 4-[5-(4-hydroxyphenyl)-1,3,4-thiadiazol-2-yl]benzoic acid (3.12 g), potassium carbonate (22.07 g) and N,N-dimethylformamide (15 ml) was added 1,5-dibromopentane (15 ml) and the mixture was stirred at 100° C. (bath temperature) for 5 hours. The resulting mixture was neutralized by 0.1N hydrochloric acid and extracted with dichloromethane. The organic layer was washed with brine and dried over magnesiu...